This data is from the Open Reaction Database (ORD), a public repository of structured organic reaction records. The task is: describe an organic reaction: reactants, conditions, products, and yield The reactants are O=C([O-])[O-], CC(C)N1CC(CCCl)C(c2ccccc2)(c2ccccc2)C1=O, [K+], [K+], OC1(c2ccccc2)CCNCC1. The product is CC(C)N1CC(CCN2CCC(O)(c3ccccc3)CC2)C(c2ccccc2)(c2ccccc2)C1=O, Cl. RXN SMILES: [C:38](=[O:39])([O-:40])[O-:41].[Cl:1][CH2:2][CH2:3][CH:4]1[C:5]([c:13]2[cH:14][cH:15][cH:16][cH:17][cH:18]2)([c:19]2[cH:20][cH:21][cH:22][cH:23][cH:24]2)[C:6](=[O:12])[N:7]([CH:9]([CH3:10])[CH3:11])[CH2:8]1.[K+:42].[K+:43].[c:25]1([C:31]2([OH:37])[CH2:32][CH2:33][NH:34][CH2:35][CH2:36]2)[cH:26][cH:27][cH:28][cH:29][cH:30]1>>[CH2:2]([CH2:3][CH:4]1[C:5]([c:13]2[cH:14][cH:15][cH:16][cH:17][cH:18]2)([c:19]2[cH:20][cH:21][cH:22][cH:23][cH:24]2)[C:6](=[O:12])[N:7]([CH:9]([CH3:10])[CH3:11])[CH2:8]1)[N:34]1[CH2:33][CH2:32][C:31]([c:25]2[cH:26][cH:27][cH:28][cH:29][cH:30]2)([OH:37])[CH2:36][CH2:35]1.[ClH:1]. Reactants: ClC=1C=CC(=NC1)NC(=O)C1=C(C2=NC=CC=C2O1)NC(=O)[C@@H]1CC[C@H](CC1)N1C(CNCC1)=O (N-(5-Chloropyridin-2-yl)-3-({[trans-4-(2-oxopiperazin-1-yl)cyclohexyl]carbonyl}amino)furo[3,2-b]pyridine-2-carboxamide), C(C)(=O)Cl (acetyl chloride). Yields the product C(C)(=O)N1CC(N(CC1)[C@@H]1CC[C@H](CC1)C(=O)NC1=C(OC=2C1=NC=CC2)C(=O)NC2=NC=C(C=C2)Cl)=O (3-({[Trans-4-(4-acetyl-2-oxopiperazin-1-yl)cyclohexyl]-carbonyl}amino)-N-(5-chloropyridin-2-yl)furo[3,2-b]pyridine-2-carboxamide). Reaction SMILES: [Cl:1][C:2]1[CH:3]=[CH:4][C:5]([NH:8][C:9]([C:11]2[O:19][C:18]3[C:13](=[N:14][CH:15]=[CH:16][CH:17]=3)[C:12]=2[NH:20][C:21]([C@H:23]2[CH2:28][CH2:27][C@H:26]([N:29]3[CH2:34][CH2:33][NH:32][CH2:31][C:30]3=[O:35])[CH2:25][CH2:24]2)=[O:22])=[O:10])=[N:6][CH:7]=1.[C:36](Cl)(=[O:38])[CH3:37]>>[C:36]([N:32]1[CH2:33][CH2:34][N:29]([C@H:26]2[CH2:27][CH2:28][C@H:23]([C:21]([NH:20][C:12]3[C:13]4=[N:14][CH:15]=[CH:16][CH:17]=[C:18]4[O:19][C:11]=3[C:9]([NH:8][C:5]3[CH:4]=[CH:3][C:2]([Cl:1])=[CH:7][N:6]=3)=[O:10])=[O:22])[CH2:24][CH2:25]2)[C:30](=[O:35])[CH2:31]1)(=[O:38])[CH3:37]. Reported procedure: N-(5-Chloropyridin-2-yl)-3-({[trans-4-(2-oxopiperazin-1-yl)cyclohexyl]carbonyl}amino)furo[3,2-b]pyridine-2-carboxamide (50 mg) obtained in Example 125 and acetyl chloride (9 μl) are treated in a similar manner to Example 122 to give the title compound (41 mg).